Dataset: the Open Reaction Database (ORD), a public repository of structured organic reaction records. Task: describe an organic reaction: reactants, conditions, products, and yield Starting materials: CCOC(=O)C(O)c1c(F)ccc(O[Si](c2ccccc2)(c2ccccc2)C(C)(C)C)c1F, CCI. Yields the product CCOC(=O)C(OCC)c1c(F)ccc(O[Si](c2ccccc2)(c2ccccc2)C(C)(C)C)c1F. RXN SMILES: [CH2:1]([CH3:2])[O:3][C:4]([CH:5]([OH:6])[c:7]1[c:8]([F:32])[c:9]([O:14][Si:15]([c:16]2[cH:17][cH:18][cH:19][cH:20][cH:21]2)([c:22]2[cH:23][cH:24][cH:25][cH:26][cH:27]2)[C:28]([CH3:29])([CH3:30])[CH3:31])[cH:10][cH:11][c:12]1[F:13])=[O:33].[I:34][CH2:35][CH3:36]>>[CH2:1]([CH3:2])[O:3][C:4]([CH:5]([O:6][CH2:35][CH3:36])[c:7]1[c:8]([F:32])[c:9]([O:14][Si:15]([c:16]2[cH:17][cH:18][cH:19][cH:20][cH:21]2)([c:22]2[cH:23][cH:24][cH:25][cH:26][cH:27]2)[C:28]([CH3:29])([CH3:30])[CH3:31])[cH:10][cH:11][c:12]1[F:13])=[O:33]. The solvent is C1CCOC1 (THF), C1CCOC1 (THF). Product: C(C1=CC=CC=C1)(C1=CC=CC=C1)N1CC2(C1)OCC(NC2)=O (2-Benzhydryl-5-oxa-2,8-diazaspiro[3.5]nonan-7-one). The reactants are C(C1=CC=CC=C1)(C1=CC=CC=C1)N1CC(C1)(O)CNC(CCl)=O (N-((1-Benzhydryl-3-hydroxyazetidine-3-yl)methyl)-2-chloroacetamide), CC(C)([O-])C.[K+] (potassium tert-butoxide). Run at temperature 75 celsius, time 10 minute. Procedure details: N-((1-Benzhydryl-3-hydroxyazetidine-3-yl)methyl)-2-chloroacetamide (example 33, step d) (2.6 g) in THF (50 mL) was added dropwise over 90 minutes to a vigorously stirred solution at 75° C. of potassium tert-butoxide (1M in tert-butanol, 15.08 mL) and THF (150 mL) under nitrogen. After the addition was complete the mixture was stirred at 75° C. for 10 minutes and then cooled to room temperature. The solvents were removed under reduced pressure and the residue was partitioned between ethyl acetate... As a reaction SMILES: [CH:1]([N:14]1[CH2:17][C:16]([CH2:19][NH:20][C:21](=[O:24])[CH2:22]Cl)([OH:18])[CH2:15]1)([C:8]1[CH:13]=[CH:12][CH:11]=[CH:10][CH:9]=1)[C:2]1[CH:7]=[CH:6][CH:5]=[CH:4][CH:3]=1.CC(C)([O-])C.[K+]>C1COCC1>[CH:1]([N:14]1[CH2:17][C:16]2([CH2:19][NH:20][C:21](=[O:24])[CH2:22][O:18]2)[CH2:15]1)([C:8]1[CH:13]=[CH:12][CH:11]=[CH:10][CH:9]=1)[C:2]1[CH:7]=[CH:6][CH:5]=[CH:4][CH:3]=1 |f:1.2|. The reactants are CC1C=CC=C(c2ccncc2[N+](=O)[O-])C1, CCO, [Cl-], ClCCl, [N-]=[N+]=[N-], [NH4+], [Na+], O, O=C(OO)c1cccc(Cl)c1. The product is CC1CC(c2ccncc2[N+](=O)[O-])=CC(N=[N+]=[N-])C1O. Reaction SMILES: [CH3:1][CH:2]1[CH:3]=[CH:4][CH:5]=[C:6]([c:8]2[c:9]([N+:14](=[O:15])[O-:16])[cH:10][n:11][cH:12][cH:13]2)[CH2:7]1.[CH3:37][CH2:38][OH:39].[Cl-:32].[Cl:34][CH2:35][Cl:36].[N-:29]=[N+:30]=[N-:31].[NH4+:33].[Na+:28].[OH2:40].[OH:17][O:18][C:19]([c:20]1[cH:21][c:22]([Cl:23])[cH:24][cH:25][cH:26]1)=[O:27]>>[CH3:1][CH:2]1[CH:3]([OH:17])[CH:4]([N:29]=[N+:30]=[N-:31])[CH:5]=[C:6]([c:8]2[c:9]([N+:14](=[O:15])[O-:16])[cH:10][n:11][cH:12][cH:13]2)[CH2:7]1. Product: CN1N=NN=C1SSC1C(C(N1C(C(=C)C)C(=O)OCC(Cl)(Cl)Cl)=O)NC(CC1=CC=CC=C1)=O (4-(1-Methyl-5-tetrazolyl-dithio)-3-phenylacetamido-1-(1-trichloroethoxycarbonyl-2-methyl-prop-2-en-1-yl)-2-azetidinone). Procedure details: A solution of trichloroethyl 6β-phenylacetamido-penicillanate 1β-oxide (28.86 g) and 5-mercapto-1-methyl-tetrazole (6.96 g) in toluene (800 cc.) is heated under reflux for 3 hours, and the water formed during the reaction is removed as it is formed by passing the condensate over calcium chloride before reintroducing it into the reaction mixture. The solvent is evaporated under reduced pressure (12 mm Hg) at 40°C; the residue obtained is dissolved in chloroform (50 cc.) and the solution obtained ... As a reaction SMILES: [SH:1][C:2]1[N:6]([CH3:7])[N:5]=[N:4][N:3]=1.[CH3:8][C:9]1[CH2:16][S:15][CH:14]2[N:11]([C:12](=[O:27])[CH:13]2[NH:17][C:18](=[O:26])[CH2:19][C:20]2[CH:25]=[CH:24][CH:23]=[CH:22][CH:21]=2)[C:10]=1[C:28]([O:30][CH2:31][C:32]([Cl:35])([Cl:34])[Cl:33])=[O:29].[Cl-].[Ca+2].[Cl-]>C1(C)C=CC=CC=1.C(Cl)(Cl)Cl>[CH3:7][N:6]1[C:2]([S:1][S:15][CH:14]2[N:11]([CH:10]([C:28]([O:30][CH2:31][C:32]([Cl:35])([Cl:33])[Cl:34])=[O:29])[C:9]([CH3:16])=[CH2:8])[C:12](=[O:27])[CH:13]2[NH:17][C:18](=[O:26])[CH2:19][C:20]2[CH:21]=[CH:22][CH:23]=[CH:24][CH:25]=2)=[N:3][N:4]=[N:5]1 |f:2.3.4|. The solvent is C1(=CC=CC=C1)C (toluene), C(Cl)(Cl)Cl (chloroform). Reactants: CC1=C(N2C(C(C2SC1)NC(CC1=CC=CC=C1)=O)=O)C(=O)OCC(Cl)(Cl)Cl (3-Methyl-8-oxo-7-phenylacetamido-2-trichloroethoxycarbonyl-5-thia-1-aza-bicyclo[4,2,0]oct-2-ene), [Cl-].[Ca+2].[Cl-] (calcium chloride), trichloroethyl 6β-phenylacetamido-penicillanate 1β-oxide, SC1=NN=NN1C (5-mercapto-1-methyl-tetrazole).